Dataset: the Open Reaction Database (ORD), a public repository of structured organic reaction records. Task: describe an organic reaction: reactants, conditions, products, and yield Reactants: Cc1cc(C)cc(Sc2c(C(C)C)nc(C)n2COCCO)c1, COC1(OC)CCCCCC1. The product is COC1(OCCOCn2c(C)nc(C(C)C)c2Sc2cc(C)cc(C)c2)CCCCCC1. As a reaction SMILES: [CH3:1][c:2]1[cH:3][c:4]([S:9][c:10]2[c:11]([CH:21]([CH3:22])[CH3:23])[n:12][c:13]([CH3:20])[n:14]2[CH2:15][O:16][CH2:17][CH2:18][OH:19])[cH:5][c:6]([CH3:8])[cH:7]1.[CH3:24][O:25][C:26]1([O:33][CH3:34])[CH2:27][CH2:28][CH2:29][CH2:30][CH2:31][CH2:32]1>>[CH3:1][c:2]1[cH:3][c:4]([S:9][c:10]2[c:11]([CH:21]([CH3:22])[CH3:23])[n:12][c:13]([CH3:20])[n:14]2[CH2:15][O:16][CH2:17][CH2:18][O:19][C:26]2([O:25][CH3:24])[CH2:27][CH2:28][CH2:29][CH2:30][CH2:31][CH2:32]2)[cH:5][c:6]([CH3:8])[cH:7]1.